From a dataset of the Open Reaction Database (ORD), a public repository of structured organic reaction records. describe an organic reaction: reactants, conditions, products, and yield Reactants: C(C)(C)(C)C1=CC=C(C=C1)S(=O)(=O)NC=1C2=C(SC1C(=O)OC)C=CC(=C2)F (Methyl 3-(4-tert-butylphenylsulfonamido)-5-fluorobenzo[b]thiophene-2-carboxylate), [OH-].[Na+] (sodium hydroxide), Cl (hydrochloric acid). Run in C(C)#N (acetonitrile). Run at time 8 hour. The product is C(C)(C)(C)C1=CC=C(C=C1)S(=O)(=O)NC=1C2=C(SC1C(=O)O)C=CC(=C2)F (3-(4-tert-Butylphenylsulfonamido)-5-fluorobenzo[b]thiophene-2-carboxylic acid). As a reaction SMILES: [C:1]([C:5]1[CH:10]=[CH:9][C:8]([S:11]([NH:14][C:15]2[C:16]3[CH:27]=[C:26]([F:28])[CH:25]=[CH:24][C:17]=3[S:18][C:19]=2[C:20]([O:22]C)=[O:21])(=[O:13])=[O:12])=[CH:7][CH:6]=1)([CH3:4])([CH3:3])[CH3:2].[OH-].[Na+].Cl>C(#N)C>[C:1]([C:5]1[CH:6]=[CH:7][C:8]([S:11]([NH:14][C:15]2[C:16]3[CH:27]=[C:26]([F:28])[CH:25]=[CH:24][C:17]=3[S:18][C:19]=2[C:20]([OH:22])=[O:21])(=[O:13])=[O:12])=[CH:9][CH:10]=1)([CH3:4])([CH3:2])[CH3:3] |f:1.2|. Procedure: To a solution of 91 (176 mg; 0.42 mmol) in acetonitrile (2 mL) was added aqueous sodium hydroxide (0.83 mL; 2N). The resulting mixture was stirred overnight at room temperature. The reaction mixture was acidified with aqueous hydrochloric acid (2N) and extracted with ethyl acetate. The organic layer was dried over sodium sulfate, decanted, and concentrated under reduced pressure. The desired product was obtained as fine needles from dichloromethane and hexanes as a greenish-yellow solid (137 mg)... Yields the product CCCCCCC(O)(c1cccnc1)c1c(C)c(OC)c(C)c(C)c1OC. As a reaction SMILES: [Br:2][c:3]1[c:4]([O:14][CH3:15])[c:5]([CH3:13])[c:6]([CH3:12])[c:7]([O:10][CH3:11])[c:8]1[CH3:9].[C:16]([CH2:17][CH2:18][CH2:19][CH2:20][CH2:21][CH3:22])(=[O:23])[c:24]1[cH:25][n:26][cH:27][cH:28][cH:29]1.[Mg:1].[O:31]1[CH2:32][CH2:33][CH2:34][CH2:35]1.[OH2:30]>>[c:3]1([C:16]([CH2:17][CH2:18][CH2:19][CH2:20][CH2:21][CH3:22])([OH:23])[c:24]2[cH:25][n:26][cH:27][cH:28][cH:29]2)[c:4]([O:14][CH3:15])[c:5]([CH3:13])[c:6]([CH3:12])[c:7]([O:10][CH3:11])[c:8]1[CH3:9]. Starting materials: COc1c(C)c(C)c(OC)c(Br)c1C, CCCCCCC(=O)c1cccnc1, [Mg], C1CCOC1, O. Starting materials: solution, Cl (HCl), C(C)(C)(C)OC(=O)NC(CC1=CC=CC=C1)[Si](C)(C)C (N-tertbutoxycarbonyl-α-(trimethylsilyl)benzeneethanamine). The solvent is C(C)OCC (diethyl ether), C(C)OCC (diethyl ether). Conditions: time 48 hour. Product: Cl.C[Si](C(CC1=CC=CC=C1)N)(C)C (α-(trimethylsilyl)-benzeneethanamine hydrochloride). As a reaction SMILES: [ClH:1].C(OC([NH:9][CH:10]([Si:18]([CH3:21])([CH3:20])[CH3:19])[CH2:11][C:12]1[CH:17]=[CH:16][CH:15]=[CH:14][CH:13]=1)=O)(C)(C)C>C(OCC)C>[ClH:1].[CH3:20][Si:18]([CH3:19])([CH3:21])[CH:10]([NH2:9])[CH2:11][C:12]1[CH:13]=[CH:14][CH:15]=[CH:16][CH:17]=1 |f:3.4|. Procedure details: A 3N solution of HCl in diethyl ether (3 ml) was added at room temperature to a mixture of N-tertbutoxycarbonyl-α-(trimethylsilyl)benzeneethanamine (0.150g, 0.51 mmol) in diethyl ether (3 ml). The mixture was stirred at room temperature for 48 hours. The resulting solid was filtered off and dried, in vacuo, to yield 0.106 g of the expected α-(trimethylsilyl)-benzeneethanamine hydrochloride, Starting materials: CC(C)(C)O, C[N+]1([O-])CCOCC1, CC(C)=O, C=CCC(CN(C)C(=O)c1cc(Cl)cc(Cl)c1)c1ccc(F)cc1, [O-][I+3]([O-])([O-])[O-], [Na+], [Na+], O=[Os](=O)(=O)=O, O, O=S([O-])O. Yields the product CN(CC(CC=O)c1ccc(F)cc1)C(=O)c1cc(Cl)cc(Cl)c1. RXN SMILES: [C:48]([OH:49])([CH3:50])([CH3:51])[CH3:52].[CH3:25][N+:26]1([O-:27])[CH2:28][CH2:30][O:29][CH2:31][CH2:32]1.[CH3:44][C:45](=[O:46])[CH3:47].[Cl:1][c:2]1[cH:3][c:4]([C:5](=[O:6])[N:7]([CH3:8])[CH2:9][CH:10]([CH2:11][CH:12]=[CH2:13])[c:14]2[cH:15][cH:16][c:17]([F:20])[cH:18][cH:19]2)[cH:21][c:22]([Cl:24])[cH:23]1.[I+3:38]([O-:39])([O-:40])([O-:41])[O-:42].[Na+:37].[Na+:43].[O:54]=[Os:55](=[O:56])(=[O:57])=[O:58].[OH2:53].[S:33](=[O:34])([OH:35])[O-:36]>>[Cl:1][c:2]1[cH:3][c:4]([C:5](=[O:6])[N:7]([CH3:8])[CH2:9][CH:10]([CH2:11][CH:12]=[O:29])[c:14]2[cH:15][cH:16][c:17]([F:20])[cH:18][cH:19]2)[cH:21][c:22]([Cl:24])[cH:23]1. The reactants are NC1COCCN2C1=NC(=CC2=O)C2=NC=NC=C2 ((+/−)-9-amino-2-pyrimidin-4-yl-5,6,8,9-tetrahydro-7-oxa-1,4-a-diaza-benzocyclohepten-4-one), N1=C(C=CC=C1)C=O (2-pyridine carboxaldehyde), C(C)(=O)O[BH-](OC(C)=O)OC(C)=O.[Na+] (sodium triacetoxyborohydride), C(C)(=O)O (acetic acid). Solvent: ClCCl (dichloromethane), ClCCl (dichloromethane). Reaction conditions: time 15 hour. Yields the product N1=C(C=CC=C1)CNC1COCCN2C1=NC(=CC2=O)C2=NC=NC=C2 ((+/−) 9-[(Pyridin-2-ylmethyl)-amino]-2-pyrimidin-4-yl-5,6,8,9-tetrahydro-7-oxa-1,4-a-diaza-benzocyclohepten-4-one). Isolated yield 34.2%. As a reaction SMILES: [NH2:1][CH:2]1[C:8]2=[N:9][C:10]([C:14]3[CH:19]=[CH:18][N:17]=[CH:16][N:15]=3)=[CH:11][C:12](=[O:13])[N:7]2[CH2:6][CH2:5][O:4][CH2:3]1.[N:20]1[CH:25]=[CH:24][CH:23]=[CH:22][C:21]=1[CH:26]=O.C(O[BH-](OC(=O)C)OC(=O)C)(=O)C.[Na+].C(O)(=O)C>ClCCl>[N:20]1[CH:25]=[CH:24][CH:23]=[CH:22][C:21]=1[CH2:26][NH:1][CH:2]1[C:8]2=[N:9][C:10]([C:14]3[CH:19]=[CH:18][N:17]=[CH:16][N:15]=3)=[CH:11][C:12](=[O:13])[N:7]2[CH2:6][CH2:5][O:4][CH2:3]1 |f:2.3|. Procedure: To a solution of 0.090 g (0.35 mmol) of (+/−)-9-amino-2-pyrimidin-4-yl-5,6,8,9-tetrahydro-7-oxa-1,4-a-diaza-benzocyclohepten-4-one in 3.5 ml of dichloromethane was added 0.030 mL (0.36 mmol) of 2-pyridine carboxaldehyde, 0.184 g (0.87 mmol) of sodium triacetoxyborohydride and few drops of glacial acetic acid. The reaction mixture was stirred at room temperature for 15 hours. The residue was dissolved in dichloromethane and a saturated aqueous solution of sodium carbonate, extracted with dichloro... The reactants are C[Mg]Cl (methyl magnesium chloride), C1CCOC1 (THF), NC=1SC(=C(N1)C1=CC=CC=C1)C1=NC(=NC=C1)NC1=CC(=CC=C1)C(=O)OC (N-[4-(2-amino-4-phenyl-thiazol-5-yl)-pyrimidin-2-yl]-N-(3-methoxycarbonyl-phenyl)-amine), O1CCCC1 (tetrahydrofuran), [Cl-].[NH4+] (ammonium chloride). Product: NC=1SC(=C(N1)C1=CC=CC=C1)C1=NC(=NC=C1)NC1=CC(=CC=C1)CC(C)O (N-[4-(2-amino-4-phenyl-thiazol-5-yl)-pyrimidin-2-yl]-N-[3-(2-hydroxy-2-methyl-ethyl)-phenyl]-amine). As a reaction SMILES: [NH2:1][C:2]1[S:3][C:4]([C:13]2[CH:18]=[CH:17][N:16]=[C:15]([NH:19][C:20]3[CH:25]=[CH:24][CH:23]=[C:22]([C:26](OC)=O)[CH:21]=3)[N:14]=2)=[C:5]([C:7]2[CH:12]=[CH:11][CH:10]=[CH:9][CH:8]=2)[N:6]=1.C[Mg]Cl.[Cl-].[NH4+].[O:35]1CC[CH2:37][CH2:36]1>>[NH2:1][C:2]1[S:3][C:4]([C:13]2[CH:18]=[CH:17][N:16]=[C:15]([NH:19][C:20]3[CH:25]=[CH:24][CH:23]=[C:22]([CH2:26][CH:36]([OH:35])[CH3:37])[CH:21]=3)[N:14]=2)=[C:5]([C:7]2[CH:8]=[CH:9][CH:10]=[CH:11][CH:12]=2)[N:6]=1 |f:2.3|. Procedure details: To a suspension of N-[4-(2-amino-4-phenyl-thiazol-5-yl)-pyrimidin-2-yl]-N-(3-methoxycarbonyl-phenyl)-amine (800 mg, 2.0 mmol) in tetrahydrofuran (30 ml) is added a solution of methyl magnesium chloride (6 ml of a 20% THF solution) without cooling. The temperature of the reaction mixture rises to about +45° C. and the starting material dissolves immediately yielding a yellow clear solution. After an additional hour the solution is poured onto crushed ice and ammonium chloride. The colorless preci...